From a dataset of the Open Reaction Database (ORD), a public repository of structured organic reaction records. describe an organic reaction: reactants, conditions, products, and yield The reactants are CC(C)(C)OC(=O)N[C@H](C(=O)OC)CC#C (methyl (2S)-2-({[(1,1-dimethylethyl)oxy]carbonyl}amino)-4-pentynoate), C(C)(=O)OCC (Ethyl acetate), IC1=CC=C(C=C1)Br (4-Iodo-bromobenzene), C(C)NCC (diethylamine). Reagents/catalysts: Cl[Pd]([P](C1=CC=CC=C1)(C2=CC=CC=C2)C3=CC=CC=C3)([P](C4=CC=CC=C4)(C5=CC=CC=C5)C6=CC=CC=C6)Cl (Pd(PPh3)2Cl2), [Cu]I (CuI). The solvent is C(C)OCC (diethyl ether). Run at time 24 hour. The product is BrC1=CC=C(C=C1)C#CC[C@@H](C(=O)OC)NC(=O)OC(C)(C)C (methyl (2S)-5-(4-bromophenyl)-2-({[(1,1-dimethylethyl)oxy]carbonyl}amino)-4-pentynoate). Isolated yield 69.9%. As a reaction SMILES: [CH3:1][C:2]([O:5][C:6]([NH:8][C@@H:9]([CH2:14][C:15]#[CH:16])[C:10]([O:12][CH3:13])=[O:11])=[O:7])([CH3:4])[CH3:3].I[C:18]1[CH:23]=[CH:22][C:21]([Br:24])=[CH:20][CH:19]=1.C(NCC)C.C(OCC)(=O)C>C(OCC)C.[Cu]I.Cl[Pd](Cl)([P](C1C=CC=CC=1)(C1C=CC=CC=1)C1C=CC=CC=1)[P](C1C=CC=CC=1)(C1C=CC=CC=1)C1C=CC=CC=1>[Br:24][C:21]1[CH:22]=[CH:23][C:18]([C:16]#[C:15][CH2:14][C@H:9]([NH:8][C:6]([O:5][C:2]([CH3:1])([CH3:3])[CH3:4])=[O:7])[C:10]([O:12][CH3:13])=[O:11])=[CH:19][CH:20]=1 |^1:45,64|. Procedure details: A solution of methyl (2S)-2-({[(1,1-dimethylethyl)oxy]carbonyl}amino)-4-pentynoate (D64, 1.020 g, 4.49 mmol), prepared by an analogous procedure to the one described hereinabove, 4-Iodo-bromobenzene (1.524 g, 5.38 mmol), diethylamine (2.28 ml, 1.62 g, 22.12 mmol), CuI (84 mg, 0.441 mmol) and Pd(PPh3)2Cl2 (156 mg, 0.22 mmol) in diethyl ether (10 ml) was stirred at room temperature for 24 h. Ethyl acetate was added and the organic layer was washed with aqueous ammonium chloride solution, dried (Na... Starting materials: O (water), C1(=CC=CC=C1)N1CCNCC1 (N-phenylpiperazine), CS(=O)(=O)OCCC1=CC2=C(OCC3=C(C2=O)C=CC=C3)C=C1 (2-(6,11-Dihydro-11-oxodibenz[b,e]oxepin-2-yl)ethanol methanesulfonate), C(=O)([O-])[O-].[K+].[K+] (K2CO3). The product is O=C1C2=C(OCC3=C1C=CC=C3)C=CC(=C2)CCN2CCN(CC2)C2=CC=CC=C2 (1-[2-(6,11-Dihydro-11-oxodibenz[b,e]oxepin-2-yl)ethyl]-4-phenylpiperazine). The yield is 31.5%. Solvent: CO (MeOH). Reported procedure: A mixture of 6.3 g (0.039 m) of N-phenylpiperazine, 4.32 g (0.013 m) of 2-(6,11-dihydro-11-oxodibenz[b,e]oxepin-2-yl)ethanol methanesulfonate of Example 1 and 1.79 g (0.013 m) of K2CO3 in 50 ml of MeOH was refluxed overnight. The reaction mixture was poured into water, extracted with CH2Cl2, dried (Na2SO4), filtered and evaporated to give the crude product (6.5 g). Two recrystallizations from absolute ethanol gave 1.63 g (32%) of crystals of 1-[2-(6,11-dihydro-11-oxodibenz[b,e]oxepin-2-yl)ethyl]... Reaction SMILES: [C:1]1([N:7]2[CH2:12][CH2:11][NH:10][CH2:9][CH2:8]2)[CH:6]=[CH:5][CH:4]=[CH:3][CH:2]=1.CS(O[CH2:18][CH2:19][C:20]1[CH:35]=[CH:34][C:23]2[O:24][CH2:25][C:26]3[CH:33]=[CH:32][CH:31]=[CH:30][C:27]=3[C:28](=[O:29])[C:22]=2[CH:21]=1)(=O)=O.C([O-])([O-])=O.[K+].[K+].O>CO>[O:29]=[C:28]1[C:27]2[CH:30]=[CH:31][CH:32]=[CH:33][C:26]=2[CH2:25][O:24][C:23]2[CH:34]=[CH:35][C:20]([CH2:19][CH2:18][N:10]3[CH2:11][CH2:12][N:7]([C:1]4[CH:6]=[CH:5][CH:4]=[CH:3][CH:2]=4)[CH2:8][CH2:9]3)=[CH:21][C:22]1=2 |f:2.3.4|.